This data is from the Open Reaction Database (ORD), a public repository of structured organic reaction records. The task is: describe an organic reaction: reactants, conditions, products, and yield The reactants are ClC=1C=C(C=CC1)O (3-chlorophenol), ClS(=O)(=O)N=C=O (chlorosulfonyl isocyanate), solid. The product is ClC=1C=C(C=CC1)OS(N)(=O)=O (Sulfamic acid 3-chlorophenyl ester). The yield is 7.6%. Reaction SMILES: [Cl:1][C:2]1[CH:3]=[C:4]([OH:8])[CH:5]=[CH:6][CH:7]=1.Cl[S:10]([N:13]=C=O)(=[O:12])=[O:11]>>[Cl:1][C:2]1[CH:3]=[C:4]([O:8][S:10](=[O:12])(=[O:11])[NH2:13])[CH:5]=[CH:6][CH:7]=1. Reported procedure: By the procedure of Example 34,96 g (0.75 mole) of 3-chlorophenol and 67.5 ml (0.75 mole) of chlorosulfonyl isocyanate gave 122.9 g of solid product. A 25 g portion was recrystallized from 100 ml of toluene to give 11.8 g of white solid, mp 82°-83° C. The reactants are [C@H]1([C@H](C(=O)[C@H]([C@@H](C1O)O)O)O)O (scyllo-inosose), 4E, product, [C@@H]1([C@@H]([C@H]([C@@H]([C@H]([C@@H]1O)O)O)O)O)O (scyllo-inositol), [C@@H]1([C@@H]([C@H]([C@@H]([C@H]([C@@H]1O)O)O)O)O)O (scyllo-inositol), C=1N=C(C2=C(N1)N(C=N2)[C@H]3[C@@H]([C@@H]([C@H](O3)COP(=O)(O)OP(=O)(O)OC[C@@H]4[C@H]([C@H]([C@@H](O4)N5C=CCC(=C5)C(=O)N)O)O)O)OP(=O)(O)O)N (NADPH), strong base, strong acid, C(C)#N (acetonitrile). Solvent: C(C(CO)(CO)N)O (Tris). Run at time 10 minute. Yields the product C1(C(C(C(C(C1O)O)O)O)O)O (myo-inositol). RXN SMILES: [C@H:1]1([OH:12])[CH:7]([OH:8])[C@@H:6]([OH:9])[C@H:5]([OH:10])[C:3](=[O:4])[C@@H:2]1[OH:11].C1N=C(N)C2N=CN([C@@H]3O[C@H](COP(OP(OC[C@H]4O[C@@H](N5C=C(C(N)=O)CC=C5)[C@H](O)[C@@H]4O)(O)=O)(O)=O)[C@@H](O)[C@H]3OP(O)(O)=O)C=2N=1.C(#N)C.[C@@H]1(O)[C@@H](O)[C@H](O)[C@@H](O)[C@H](O)[C@H]1O>C(O)C(N)(CO)CO>[CH:3]1([OH:4])[CH:2]([OH:11])[CH:1]([OH:12])[CH:7]([OH:8])[CH:6]([OH:9])[CH:5]1[OH:10]. Procedure: Meanwhile, the enzyme reaction product was measured as follows: 10 mg of scyllo-inosose, 40 mg of NADPH, and 10 U of the enzyme were allowed to react in 1.0 ml of 100 mM Tris buffer (pH 8.0) at 36° C. for 4 hours, and a heat treatment was performed at 80° C. for 10 min, followed by cooling. Then, 100 μl of a strong base cation exchange resin, 100 μl of a strong acid anion exchange resin, and 10 mg of activated carbon were added, and the mixture was stirred and centrifuged. Then, the supernatant ... Starting materials: ClS(=O)(=O)O (chlorosulfonic acid), reactants, ice, C(C)(=O)N1CC2=C(C=CC=C2CC1)Cl (2-acetyl-8-chloro-1,2,3,4-tetrahydroisoquinoline), C(Cl)Cl (methylene chloride). The solvent is C(Cl)(Cl)Cl (chloroform). The product is C(C)(=O)N1CC2=C(C=CC(=C2CC1)S(=O)(=O)Cl)Cl (2-acetyl-8-chloro-5-chlorosulfonyl-1,2,3,4-tetrahydroisoquinoline). As a reaction SMILES: [Cl:1][S:2]([OH:5])(=O)=[O:3].[C:6]([N:9]1[CH2:18][CH2:17][C:16]2[C:11](=[C:12]([Cl:19])[CH:13]=[CH:14][CH:15]=2)[CH2:10]1)(=[O:8])[CH3:7].C(Cl)Cl>C(Cl)(Cl)Cl>[C:6]([N:9]1[CH2:18][CH2:17][C:16]2[C:11](=[C:12]([Cl:19])[CH:13]=[CH:14][C:15]=2[S:2]([Cl:1])(=[O:5])=[O:3])[CH2:10]1)(=[O:8])[CH3:7]. Procedure details: 51.75 ml. (0.78 mole) of chlorosulfonic acid was added dropwise with stirring to a solution of 20.7 g. (0.099 mole) 2-acetyl-8-chloro-1,2,3,4-tetrahydroisoquinoline in 25 ml. of methylene chloride at -70° C. To effectuate a solution of the reactants 10 ml. of dry chloroform was added and the reaction mixture stirred for one hour at -70° C. The reaction mixture was then refluxed at 40°-45° C. for 2 hours and then stirred at ambient temperature for about 16 hours. The reaction mixture was then cau... RXN SMILES: [NH2:1][C:2]([NH:4][N:5]([CH2:15][C:16]([O:18]C)=O)[C:6]1[CH:11]=[CH:10][C:9]([O:12][CH3:13])=[C:8]([CH3:14])[CH:7]=1)=[O:3].C[O-].[Na+]>CO.C(OCC)(=O)C>[CH3:13][O:12][C:9]1[CH:10]=[CH:11][C:6]([N:5]2[CH2:15][C:16](=[O:18])[NH:1][C:2](=[O:3])[NH:4]2)=[CH:7][C:8]=1[CH3:14] |f:1.2|. The product is COC1=C(C=C(C=C1)N1NC(NC(C1)=O)=O)C (Dihydro-1-[4-methoxy-3-methylphenyl]-1,2,4-triazine-3,5-(2H,4H)-dione), solid. Solvent: CO (methanol), C(C)(=O)OCC (ethyl acetate). Reactants: NC(=O)NN(C1=CC(=C(C=C1)OC)C)CC(=O)OC (methyl [2-[aminocarbonyl]-1-[4-methoxy-3-methyl phenyl]hydrazino]acetate), NC(=O)NN(C1=CC(=C(C=C1)OC)C)CC(=O)OC (methyl [2-[aminocarbonyl]-1-[4-methoxy-3-methyl phenyl]hydrazino]acetate), C[O-].[Na+] (sodium methoxide), C[O-].[Na+] (sodium methoxide), C[O-].[Na+] (sodium methoxide). Reported procedure: To a solution of methyl [2-[aminocarbonyl]-1-[4-methoxy-3-methyl phenyl]hydrazino]acetate (Intermediate 98, 222 mg, 0.8 mmol) in methanol (5 ml) was added sodium methoxide (43 mg, 0.8 mmol) with stirring and under nitrogen. After 30 minutes further sodium methoxide (43 mg, 0.8 mmol) was added and the reaction stirred at room temperature for 14 hours. Three separate portions of sodium methoxide (43 mg, 0.8 mmol) were then added with 30 minutes between each before the reaction was poured into pH 6... Isolated yield 10.0%. Reaction conditions: time 20 hour. Yields the product CN1N=C(C=2N=C(NC(C21)=O)CC2=CC=C(C=C2)NC(\C=C\OCC)=O)CCC (N-{4-[(1-methyl-7-oxo-3-propyl-6,7-dihydro-1H-pyrazolo[4,3-d]pyrimidin-5-yl)methyl]phenyl}-(E)-3-ethoxy-2-propenamide). Solvent: N1=CC=CC=C1 (pyridine). The reactants are C(C)O/C=C/C(=O)Cl ((E)-3-ethoxyacryloyl chloride), ice, NC1=CC=C(CC=2NC(C3=C(N2)C(=NN3C)CCC)=O)C=C1 (5-(4-aminobenzyl)-1-methyl-3-propyl-6,7-dihydro-1H-pyrazolo[4,3-d]pyrimidin-7-one). RXN SMILES: [CH2:1]([O:3]/[CH:4]=[CH:5]/[C:6](Cl)=[O:7])[CH3:2].[NH2:9][C:10]1[CH:30]=[CH:29][C:13]([CH2:14][C:15]2[NH:16][C:17](=[O:28])[C:18]3[N:23]([CH3:24])[N:22]=[C:21]([CH2:25][CH2:26][CH3:27])[C:19]=3[N:20]=2)=[CH:12][CH:11]=1>N1C=CC=CC=1>[CH3:24][N:23]1[C:18]2[C:17](=[O:28])[NH:16][C:15]([CH2:14][C:13]3[CH:29]=[CH:30][C:10]([NH:9][C:6](=[O:7])/[CH:5]=[CH:4]/[O:3][CH2:1][CH3:2])=[CH:11][CH:12]=3)=[N:20][C:19]=2[C:21]([CH2:25][CH2:26][CH3:27])=[N:22]1. Reported procedure: (E)-3-ethoxyacryloyl chloride (J. Chem. Soc; 1958,153) (298 mg, 0.0022 mol), was added dropwise to an ice-cooled solution of 5-(4-aminobenzyl)-1-methyl-3-propyl-6,7-dihydro-1H-pyrazolo[4,3-d]pyrimidin-7-one (600 mg, 0.002 mol) in pyridine (15 ml) and the reaction stirred at room temperature for 20 hours. The mixture was partitioned between water (30 ml) and dichloromethane (30 ml), the aqueous layer acidified to pH1 with 2M aqueous hydrochloric acid solution and then extracted with dichlorometha... Starting materials: ClC1=NC=C(C(=O)OC)C=C1[N+](=O)[O-] (Methyl 6-chloro-5-nitronicotinate), CNCC(=O)OC (methyl 2-(methylamino)acetate). The solvent is ClCCl (dichloromethane). The product is COC(CN(C1=NC=C(C(=O)OC)C=C1[N+](=O)[O-])C)=O (Methyl 6-((2-methoxy-2-oxoethyl)(methyl)amino)-5-nitronicotinate). Yield: 99.5%. RXN SMILES: Cl[C:2]1[C:11]([N+:12]([O-:14])=[O:13])=[CH:10][C:5]([C:6]([O:8][CH3:9])=[O:7])=[CH:4][N:3]=1.[CH3:15][NH:16][CH2:17][C:18]([O:20][CH3:21])=[O:19]>ClCCl>[CH3:21][O:20][C:18](=[O:19])[CH2:17][N:16]([CH3:15])[C:2]1[C:11]([N+:12]([O-:14])=[O:13])=[CH:10][C:5]([C:6]([O:8][CH3:9])=[O:7])=[CH:4][N:3]=1. Reported procedure: Methyl 6-chloro-5-nitronicotinate (2.0 g, 9.23 mmol) was added to methyl 2-(methylamino)acetate (1.9 g, 18.47 mmol) neat while stirring at room temperature. The viscous yellow reaction was heated to 90° C. for one hour and then allowed to cool back to room temperature. The reaction was diluted with dichloromethane (20 mL) and purified using flash column chromatography (220 g SiO2, 20-30% gradient, ethyl acetate in hexanes) to yield 2.60 g (99% yield) of the title compound as a yellow oil. [M+H] ...